From a dataset of the Open Reaction Database (ORD), a public repository of structured organic reaction records. describe an organic reaction: reactants, conditions, products, and yield The product is O[C@H]1[C@H](C2=CC=CC=C2C1)NC(=O)[C@H](C(C)C)NC(=O)N1[C@@H](C[C@H](C1)OC1=CC(=NC2=CC(=CC=C12)OC)C1=CC=CC=C1)C(=O)N[C@]1([C@@H](C1)C=C)C(=O)O ((1R,2S)-1-{[(2S,4R)-1-[(1S)-1-((1S,2R)-2-Hydroxy-indan-1-ylcarbamoyl)-2-methyl-propylcarbamoyl]-4-(7-methoxy-2-phenyl-quinolin-4-yloxy)-pyrrolidine-2-carbonyl]-amino}-2-vinyl-cyclopropanecarboxylic acid). The yield is 22.0%. As a reaction SMILES: C(OC(N[C@@H](C(C)C)C(O)=O)=O)(C)(C)C.C(OC(NC(C(C)(C)C)C(O)=O)=O)(C)(C)C.[NH2:32][C@H:33]1[C:41]2[C:36](=[CH:37][CH:38]=[CH:39][CH:40]=2)[CH2:35][C@H:34]1[OH:42].C(OC(=O)NC(C(=O)NC1C2C(=CC=CC=2)CC1O)C(C)(C)C)(C)(C)C.ClNC(=O)[O-].C([O:76][C:77]([C:79]1([NH:84][C:85]([CH:87]2[CH2:91][CH:90]([O:92][C:93]3[C:102]4[C:97](=[CH:98][C:99]([O:103][CH3:104])=[CH:100][CH:101]=4)[N:96]=[C:95]([C:105]4[CH:110]=[CH:109][CH:108]=[CH:107][CH:106]=4)[CH:94]=3)[CH2:89][N:88]2[C:111](=[O:131])[NH:112][CH:113]([C:118](=[O:130])NC2C3C(=CC=CC=3)CC2O)[C:114](C)([CH3:116])[CH3:115])=[O:86])[CH2:81][CH:80]1[CH:82]=[CH2:83])=[O:78])C>>[OH:42][C@@H:34]1[CH2:35][C:36]2[C:41](=[CH:40][CH:39]=[CH:38][CH:37]=2)[C@@H:33]1[NH:32][C:118]([C@@H:113]([NH:112][C:111]([N:88]1[CH2:89][C@H:90]([O:92][C:93]2[C:102]3[C:97](=[CH:98][C:99]([O:103][CH3:104])=[CH:100][CH:101]=3)[N:96]=[C:95]([C:105]3[CH:106]=[CH:107][CH:108]=[CH:109][CH:110]=3)[CH:94]=2)[CH2:91][C@H:87]1[C:85]([NH:84][C@:79]1([C:77]([OH:78])=[O:76])[CH2:81][C@H:80]1[CH:82]=[CH2:83])=[O:86])=[O:131])[CH:114]([CH3:116])[CH3:115])=[O:130]. The reactants are C(C)(C)(C)OC(=O)N[C@H](C(=O)O)C(C)C ((2S)-tert-butoxycarbonylamino-3-methylbutyric acid), C(C)(C)(C)OC(NC(C(C)(C)C)C(NC1C(CC2=CC=CC=C12)O)=O)=O ([1-(2-Hydroxy-indan-1-ylcarbamoyl)-2,2-dimethyl-propyl]-carbamic acid tert.butyl ester), ClNC([O-])=O (chlorocarbamate), C(C)(C)(C)OC(=O)NC(C(=O)O)C(C)(C)C (2-tert.butoxycarbonylamino-3,3-dimetylbutyric acid), N[C@@H]1[C@@H](CC2=CC=CC=C12)O ((1S,2R)-1-amino-2-indanol), C(C)OC(=O)C1(C(C1)C=C)NC(=O)C1N(CC(C1)OC1=CC(=NC2=CC(=CC=C12)OC)C1=CC=CC=C1)C(NC(C(C)(C)C)C(NC1C(CC2=CC=CC=C12)O)=O)=O (1-{[1-[1-(2-Hydroxy-indan-1-ylcarbamoyl)-2,2-dimethyl-propylcarbamoyl]4-(7-methoxy-2-phenyl-quinolin-4-yloxy)-pyrrolidin e-2-carbonyl]-amino}-2-vinyl-cyclopropanecarboxylic acid ethyl ester). Reported procedure: (2S)-tert-butoxycarbonylamino-3-methylbutyric acid was attached to the resin as described for the preparation of compound 16 followed by reaction with (1S,2R)-1-amino-2-indanol as described for the preparation of 17 and removal of the Boc group as described for 18. The afforded compound was then reacted with the chlorocarbamate achieved from 12 as described for the preparation of 13 which, after purification by HPLC, gave the title compound (10 mg, 22% yield), Purity by HPLC >90% M+H+748.2. Starting materials: ClC1=C(C=C(CNC(OC(C)(C)C)=O)C=C1)NC1=NC2=C(N1C)C=C(C(=C2)Cl)N2CCC(CC2)C(F)(F)F (tert-butyl N-{4-chloro-3-[5-chloro-1-methyl-6-(4-trifluoromethyl-piperidin-1-yl)-1H-benzo[d]imidazol-2-ylamino]benzyl}-carbamate), C(=O)(C(F)(F)F)O (TFA). Solvent: C(Cl)Cl (DCM). Run at time 8 hour. Product: ClC1=C(C=C(CN)C=C1)NC1=NC2=C(N1C)C=C(C(=C2)Cl)N2CCC(CC2)C(F)(F)F (4-Chloro-3-[5-chloro-1-methyl-6-(4-trifluoromethyl-piperidin-1-yl)-1H-benzo[d]imidazol-2-ylamino]benzylamine). As a reaction SMILES: [Cl:1][C:2]1[CH:16]=[CH:15][C:5]([CH2:6][NH:7]C(=O)OC(C)(C)C)=[CH:4][C:3]=1[NH:17][C:18]1[N:22]([CH3:23])[C:21]2[CH:24]=[C:25]([N:29]3[CH2:34][CH2:33][CH:32]([C:35]([F:38])([F:37])[F:36])[CH2:31][CH2:30]3)[C:26]([Cl:28])=[CH:27][C:20]=2[N:19]=1.C(O)(C(F)(F)F)=O>C(Cl)Cl>[Cl:1][C:2]1[CH:16]=[CH:15][C:5]([CH2:6][NH2:7])=[CH:4][C:3]=1[NH:17][C:18]1[N:22]([CH3:23])[C:21]2[CH:24]=[C:25]([N:29]3[CH2:30][CH2:31][CH:32]([C:35]([F:37])([F:36])[F:38])[CH2:33][CH2:34]3)[C:26]([Cl:28])=[CH:27][C:20]=2[N:19]=1. Reported procedure: A mixture of tert-butyl N-{4-chloro-3-[5-chloro-1-methyl-6-(4-trifluoromethyl-piperidin-1-yl)-1H-benzo[d]imidazol-2-ylamino]benzyl}-carbamate (790 mg, 1.38 mmol), TFA (1.54 mL, 20.7 mmol) and DCM (30 mL) was stirred at rt overnight. The mixture was cooled to 0° C., basicified to pH ˜10 and extracted with DCM. The organic layer was dried over Na2SO4, filtered and concentrated and the residue was washed with Et2O/PE. The reactants are O=C([O-])[O-], COC(C)(C)C, CO, COC(=O)c1ccnc(Cl)c1, ClCCl, Cl, OB(O)c1cc(F)c(F)cc1F, [K+], [K+], O, Cl[Pd]Cl. Yields the product COC(=O)c1ccnc(-c2cc(F)c(F)cc2F)c1. Reaction SMILES: [C:24](=[O:25])([O-:26])[O-:27].[C:33]([O:34][CH3:35])([CH3:36])([CH3:37])[CH3:38].[CH3:31][OH:32].[Cl:1][c:2]1[cH:3][c:4]([C:5](=[O:6])[O:7][CH3:8])[cH:9][cH:10][n:11]1.[Cl:43][CH2:44][Cl:45].[ClH:30].[F:12][c:13]1[c:14]([B:21]([OH:22])[OH:23])[cH:15][c:16]([F:20])[c:17]([F:19])[cH:18]1.[K+:28].[K+:29].[OH2:42].[Pd:39]([Cl:40])[Cl:41]>>[c:2]1(-[c:14]2[c:13]([F:12])[cH:18][c:17]([F:19])[c:16]([F:20])[cH:15]2)[cH:3][c:4]([C:5](=[O:6])[O:7][CH3:8])[cH:9][cH:10][n:11]1. Reactants: NC/C=C/C1=CC=C(C=C1)C(CC1=CC=CC=C1)O (1-[4-[(E)-3-Amino-1-propenyl]phenyl]-2-phenyl-1-ethanol), C(C)(=O)OC(C)=O (acetic anhydride). Run in N1=CC=CC=C1 (pyridine). The product is C(C)(=O)NC/C=C/C1=CC=C(C=C1)C(CC1=CC=CC=C1)O (1-[4-[(E)-3-(Acetylamino)-1-propenyl]phenyl]-2-phenyl-1-ethanol). RXN SMILES: [NH2:1][CH2:2]/[CH:3]=[CH:4]/[C:5]1[CH:10]=[CH:9][C:8]([CH:11]([OH:19])[CH2:12][C:13]2[CH:18]=[CH:17][CH:16]=[CH:15][CH:14]=2)=[CH:7][CH:6]=1.[C:20](OC(=O)C)(=[O:22])[CH3:21]>N1C=CC=CC=1>[C:20]([NH:1][CH2:2]/[CH:3]=[CH:4]/[C:5]1[CH:10]=[CH:9][C:8]([CH:11]([OH:19])[CH2:12][C:13]2[CH:18]=[CH:17][CH:16]=[CH:15][CH:14]=2)=[CH:7][CH:6]=1)(=[O:22])[CH3:21]. Procedure: 1-[4-[(E)-3-Amino-1-propenyl]phenyl]-2-phenyl-1-ethanol (Compound No. 1-6) is treated with acetic anhydride in pyridine to give the titled compound (Compound No. 2-1). The reactants are C(C)(C)N(C(C)C)CC (N,N-Diisopropylethylamine), C[Si](CCOCN1C(CC=2C1=NC=CC2)=O)(C)C (1-{[2-(trimethylsilyl)ethoxy]methyl}-1,3-dihydro-2H-pyrrolo[2,3-b]pyridin-2-one), BrCC1=C(C(=O)Cl)C=C(C=C1)[N+](=O)[O-] (2-(bromomethyl)-5-nitrobenzoyl chloride). The solvent is C1CCOC1 (THF), C1CCOC1 (THF). Run at time 18 hour. Yields the product [N+](=O)([O-])C1=CC=C2CC3(C(N(C4=NC=CC=C43)COCC[Si](C)(C)C)=O)C(C2=C1)=O (6-Nitro-1′-{[2-(trimethylsilyl)ethoxy]methyl}spiro[indene-2,3′-pyrrolo[2,3-b]pyridine]-1,2′(1′H,3H)-dione). RXN SMILES: C(N(CC)C(C)C)(C)C.[CH3:10][Si:11]([CH3:27])([CH3:26])[CH2:12][CH2:13][O:14][CH2:15][N:16]1[C:20]2=[N:21][CH:22]=[CH:23][CH:24]=[C:19]2[CH2:18][C:17]1=[O:25].Br[CH2:29][C:30]1[CH:38]=[CH:37][C:36]([N+:39]([O-:41])=[O:40])=[CH:35][C:31]=1[C:32](Cl)=[O:33]>C1COCC1>[N+:39]([C:36]1[CH:35]=[C:31]2[C:30]([CH2:29][C:18]3([C:32]2=[O:33])[C:19]2[C:20](=[N:21][CH:22]=[CH:23][CH:24]=2)[N:16]([CH2:15][O:14][CH2:13][CH2:12][Si:11]([CH3:27])([CH3:26])[CH3:10])[C:17]3=[O:25])=[CH:38][CH:37]=1)([O-:41])=[O:40]. Procedure: N,N-Diisopropylethylamine (3.64 mL, 22 mmol) is added to a stirred solution of 1-{[2-(trimethylsilyl)ethoxy]methyl}-1,3-dihydro-2H-pyrrolo[2,3-b]pyridin-2-one (prepared according to the procedures described in WO2008/020902) (2.64 g, 10 mmol) in THF (75 mL) at ambient temperature. To the stirred mixture is added dropwise a solution of 2-(bromomethyl)-5-nitrobenzoyl chloride (3.06 g, 11 mmol) [Pifferi et al. (1966) Tetrahedron 22, 2107] in THF (75 mL) and the mixture is then stirred at ambient te... Reactants: COC1=NC=C(C=C1)C1=C(C=CC(=C1)OC)OC (2-methoxy-5-(2,5-dimethoxy-phenyl)pyridine), C(=O)(O)[O-].[Na+] (NaHCO3). The solvent is Br (hydrobromic acid), O (water). Run at temperature 25 celsius. Yields the product OC1=C(C=C(C=C1)O)C=1C=CC(NC1)=O (5-(2,5-dihydroxyphenyl)-2(1H)-pyridone). As a reaction SMILES: C[O:2][C:3]1[CH:8]=[CH:7][C:6]([C:9]2[CH:14]=[C:13]([O:15]C)[CH:12]=[CH:11][C:10]=2[O:17]C)=[CH:5][N:4]=1.C([O-])(O)=O.[Na+]>Br.O>[OH:17][C:10]1[CH:11]=[CH:12][C:13]([OH:15])=[CH:14][C:9]=1[C:6]1[CH:7]=[CH:8][C:3](=[O:2])[NH:4][CH:5]=1 |f:1.2|. Procedure details: A solution of 502 mg (2.05 mmol) of 2-methoxy-5-(2,5-dimethoxy-phenyl)pyridine in 20 mL of 48% hydrobromic acid (aqueous) is refluxed for 6 hours, cooled to ca. 25° C. and diluted with 150 mL of water. The mixture is neutralized with solid NaHCO3, cooled to 0° C. and the resulting solid product collected by filtration. The solid is washed well with water, collected by centrifugation, then further purified by recrystalization in methanol to obtain 5-(2,5-dihydroxyphenyl)-2(1H)-pyridone m.p. 303°-... The reactants are FC(S(=O)(=O)Cl)(F)F (trifluoromethanesulfonyl chloride), C(CCC)[Li] (n-butyllithium), P([O-])([O-])=O (phosphonate), CC(C)NC(C)C (di(1-methylethyl)amine), ClC1=CC=C(C=C1)CP(OCC)(OCC)=O (diethyl (4-chlorophenyl)methylphosphonate), [Cl-].[NH4+] (ammonium chloride). Run in O1CCCC1 (tetrahydrofuran), C(C)OCC (diethyl ether), O1CCCC1 (tetrahydrofuran). Run at temperature -78 celsius, time 15 minute. Yields the product ClC1=CC=C(C=C1)C(Cl)P(OCC)(OCC)=O (diethyl (4-chlorophenyl)chloromethylphosphonate). Yield: 52.1%. As a reaction SMILES: CC(NC(C)C)C.C([Li])CCC.[Cl:13][C:14]1[CH:19]=[CH:18][C:17]([CH2:20][P:21](=[O:28])([O:25][CH2:26][CH3:27])[O:22][CH2:23][CH3:24])=[CH:16][CH:15]=1.FC(F)(F)S([Cl:34])(=O)=O.P(=O)([O-])[O-].[Cl-].[NH4+]>O1CCCC1.C(OCC)C>[Cl:13][C:14]1[CH:15]=[CH:16][C:17]([CH:20]([P:21](=[O:28])([O:22][CH2:23][CH3:24])[O:25][CH2:26][CH3:27])[Cl:34])=[CH:18][CH:19]=1 |f:5.6|. Procedure: Under a nitrogen atmosphere a stirred solution of 6.7 grams (0.067 mole) of di(1-methylethyl)amine in 50 mL of tetrahydrofuran was cooled to -78° C., and 29 mL (0.0725 mole) of n-butyllithium (2.5M in hexanes) was added. Upon completion of addition the reaction mixture was stirred at -78° C. for 15 minutes. The reaction mixture was warmed to 0° C. where it stirred for 30 minutes, and then 15.1 grams (0.0575 mole) of diethyl (4-chlorophenyl)methylphosphonate was added. The reaction mixture was co...